This data is from the Open Reaction Database (ORD), a public repository of structured organic reaction records. The task is: describe an organic reaction: reactants, conditions, products, and yield Reactants: C(C)(C)(C)C1=NC=C(C(=N1)NCC=1OC=CC1)C(=O)N([C@@H]1CN(C[C@@H](C1)C=1N=NNN1)C(=O)OC(C)(C)C)CC(C)C (tert-butyl (3S*,5R*)-3-[({2-tert-butyl-4-[(furan-2-ylmethyl)amino]pyrimidin-5-yl}carbonyl)(2-methylpropyl)amino]-5-(2H-tetrazol-5-yl)piperidine-1-carboxylate), C1CCOC1 (THF), Cl.NO (Hydroxylamine hydrochloride), C1CCOC1 (THF). The solvent is O (water), CO (methanol), C(C)N(CC)CC (triethylamine). Run at time 1 hour. The product is C(C)(C)(C)C1=NC=C(C(=N1)NCC=1OC=CC1)C(=O)N([C@@H]1CN(C[C@@H](C1)C1=NOC(N1)=O)C(=O)OC(C)(C)C)CC(C)C (tert-butyl (3S*,5R*)-3-[({2-tert-butyl-4-[(furan-2-ylmethyl)amino]pyrimidin-5-yl}carbonyl)(2-methylpropyl)amino]-5-(5-oxo-4,5-dihydro-1,2,4-oxadiazol-3-yl)piperidine-1-carboxylate). Reaction SMILES: Cl.N[OH:3].[C:4]([C:8]1[N:13]=[C:12]([NH:14][CH2:15][C:16]2[O:17][CH:18]=[CH:19][CH:20]=2)[C:11]([C:21]([N:23]([CH2:42][CH:43]([CH3:45])[CH3:44])[C@H:24]2[CH2:29][C@@H:28]([C:30]3[N:31]=NN[N:34]=3)[CH2:27][N:26]([C:35]([O:37][C:38]([CH3:41])([CH3:40])[CH3:39])=[O:36])[CH2:25]2)=[O:22])=[CH:10][N:9]=1)([CH3:7])([CH3:6])[CH3:5].C1[CH2:50][O:49]CC1>CO.C(N(CC)CC)C.O>[C:4]([C:8]1[N:13]=[C:12]([NH:14][CH2:15][C:16]2[O:17][CH:18]=[CH:19][CH:20]=2)[C:11]([C:21]([N:23]([CH2:42][CH:43]([CH3:45])[CH3:44])[C@H:24]2[CH2:29][C@@H:28]([C:30]3[NH:31][C:50](=[O:49])[O:3][N:34]=3)[CH2:27][N:26]([C:35]([O:37][C:38]([CH3:41])([CH3:40])[CH3:39])=[O:36])[CH2:25]2)=[O:22])=[CH:10][N:9]=1)([CH3:7])([CH3:6])[CH3:5] |f:0.1|. Procedure: Hydroxylamine hydrochloride (35 mg) was dissolved in THF (3 ml)-methanol (3 ml), triethylamine (0.07 ml) was added, and the mixture was stirred at room temperature for 1 hr. A solution of tert-butyl (3S*,5R*)-3-[({2-tert-butyl-4-[(furan-2-ylmethyl)amino]pyrimidin-5-yl}carbonyl)(2-methylpropyl)amino]-5-(2H-tetrazol-5-yl)piperidine-1-carboxylate (120 mg) in THF (3 ml) was further added, and the mixture was stirred at 60° C. for 3 hr. The reaction mixture was allowed to cool to room temperature, an... Reactants: COC=1C=C(C=CC1)B(O)O (3-methoxy-phenylboronic acid), BrC=1C=NC=C(C1)Br (3,5-dibromopyridine), C(Cl)Cl (DCM). The reagents and catalysts are C1=CC=C(C=C1)P([C-]2C=CC=C2)C3=CC=CC=C3.C1=CC=C(C=C1)P([C-]2C=CC=C2)C3=CC=CC=C3.Cl[Pd]Cl.[Fe+2] (PdCl2(dppf)). Solvent: COCCOC (DME), C([O-])([O-])=O.[Na+].[Na+] (sodium carbonate). Yields the product BrC=1C=NC=C(C1)C1=CC(=CC=C1)OC (3-Bromo-5-(3-methoxy-phenyl)-pyridine). Reaction SMILES: [CH3:1][O:2][C:3]1[CH:4]=[C:5](B(O)O)[CH:6]=[CH:7][CH:8]=1.[Br:12][C:13]1[CH:14]=[N:15][CH:16]=[C:17](Br)[CH:18]=1.C(Cl)Cl>COCCOC.C(=O)([O-])[O-].[Na+].[Na+].C1C=CC(P(C2C=CC=CC=2)[C-]2C=CC=C2)=CC=1.C1C=CC(P(C2C=CC=CC=2)[C-]2C=CC=C2)=CC=1.Cl[Pd]Cl.[Fe+2]>[Br:12][C:13]1[CH:14]=[N:15][CH:16]=[C:17]([C:5]2[CH:6]=[CH:7][CH:8]=[C:3]([O:2][CH3:1])[CH:4]=2)[CH:18]=1 |f:4.5.6,7.8.9.10|. Procedure details: A solution of 3-methoxy-phenylboronic acid (1.0 eq, 300 mg, 1.27 mmol) in DME (3 ml) and 2M sodium carbonate solution (1.2 ml) under an inert atmosphere of argon is treated with 3,5-dibromopyridine (300 mg, 1.27 mmol) followed by PdCl2(dppf).DCM (0.1 eq, 93 mg) and then is heated using microwave radiation at 90° C. for 30 minutes. The mixture is extracted with DCM and the organic extracts are washed with water. The solvent is removed in vacuo and the crude product is purified by chromatography o... The reactants are Cl[Cu], Cl, O=N[O-], COC(=O)c1ccc(Br)cc1N, [NH4+], [Na+], O=S=O, C1CCOC1, [OH-], O. Product: O=C1NS(=O)(=O)c2cc(Br)ccc21. Reaction SMILES: [Cl:29][Cu:30].[ClH:22].[N:13]([O-:14])=[O:15].[NH2:1][c:2]1[c:3]([C:4](=[O:5])[O:6][CH3:7])[cH:8][cH:9][c:10]([Br:12])[cH:11]1.[NH4+:20].[Na+:16].[O:17]=[S:18]=[O:19].[O:24]1[CH2:25][CH2:26][CH2:27][CH2:28]1.[OH-:21].[OH2:23]>>[c:2]12[c:3]([cH:8][cH:9][c:10]([Br:12])[cH:11]1)[C:4](=[O:5])[NH:20][S:18]2(=[O:17])=[O:19]. Procedure: Diethyl bipyridine-5,5'-dicarboxylate was prepared from catalytic dehydrogenative coupling reaction of ethyl nicotinate (Aldrich Chemical Co., 51.2 g.) in the presence of 10% Pd/C (Fluka, 15 g.) in a sealed tube at 135-140° C. for 4-7 days according to reported procedure. Subsequent recrystallization from isopropanol afforded the product as off-white needles. M.p. 148-149° C. Yield 12.1 g. (26%). Anal. Calcd for C16H16N2O4 : C, 63.99; H, 5.37; N, 9.33. Found: C, 64.04; H, 5.16; N, 9.05. Starting materials: C(C1=CN=CC=C1)(=O)OCC (ethyl nicotinate). RXN SMILES: [C:1]([O:9][CH2:10][CH3:11])(=[O:8])[C:2]1[CH:7]=[CH:6][CH:5]=[N:4][CH:3]=1>[Pd]>[N:4]1[CH:3]=[C:2]([C:1]([O:9][CH2:10][CH3:11])=[O:8])[CH:7]=[CH:6][C:5]=1[C:5]1[CH:6]=[CH:7][C:2]([C:1]([O:9][CH2:10][CH3:11])=[O:8])=[CH:3][N:4]=1. Reagents/catalysts: [Pd] (Pd/C). Product: N1=C(C=CC(=C1)C(=O)OCC)C1=NC=C(C=C1)C(=O)OCC (Diethyl bipyridine-5,5'-dicarboxylate), product.